Dataset: the Open Reaction Database (ORD), a public repository of structured organic reaction records. Task: describe an organic reaction: reactants, conditions, products, and yield The reactants are O[C@@H]1C(C[C@@H](CC1)NC1=NC(=NC=C1C#N)S(=O)(=O)C)(C)C (4-(((1R,4S)-4-hydroxy-3,3-dimethylcyclohexyl)amino)-2-(methylsulfonyl)pyrimidine-5-carbonitrile), NCCC1=C(C=CC(=C1)Cl)S(=O)(=O)N (2-(2-amino-ethyl)-4-chloro-benzenesulfonamide), CCN(C(C)C)C(C)C (DIEA). The solvent is C1CCOC1 (THF). Run at temperature 100 celsius, time 1 hour. Product: ClC1=CC(=C(C=C1)S(=O)(=O)N)CCNC1=NC=C(C(=N1)N[C@H]1CC([C@H](CC1)O)(C)C)C#N (4-Chloro-2-(2-(5-cyano-4-((1R,4S)-4-hydroxy-3,3-dimethylcyclohexylamino)pyrimidin-2-ylamino)ethyl)benzenesulfonamide). Yield: 19.4%. Reaction SMILES: [OH:1][C@H:2]1[CH2:7][CH2:6][C@@H:5]([NH:8][C:9]2[C:14]([C:15]#[N:16])=[CH:13][N:12]=[C:11](S(C)(=O)=O)[N:10]=2)[CH2:4][C:3]1([CH3:22])[CH3:21].[NH2:23][CH2:24][CH2:25][C:26]1[CH:31]=[C:30]([Cl:32])[CH:29]=[CH:28][C:27]=1[S:33]([NH2:36])(=[O:35])=[O:34].CCN(C(C)C)C(C)C>C1COCC1>[Cl:32][C:30]1[CH:29]=[CH:28][C:27]([S:33]([NH2:36])(=[O:35])=[O:34])=[C:26]([CH2:25][CH2:24][NH:23][C:11]2[N:10]=[C:9]([NH:8][C@@H:5]3[CH2:6][CH2:7][C@H:2]([OH:1])[C:3]([CH3:21])([CH3:22])[CH2:4]3)[C:14]([C:15]#[N:16])=[CH:13][N:12]=2)[CH:31]=1. Reported procedure: A mixture of 4-(((1R,4S)-4-hydroxy-3,3-dimethylcyclohexyl)amino)-2-(methylsulfonyl)pyrimidine-5-carbonitrile (100 mg, 0.31 mmol), 2-(2-amino-ethyl)-4-chloro-benzenesulfonamide (150 mg, 0.64 mmol) and DIEA (80 mg, 0.62 mmol) in THF (4 mL) was stirred at 100° C. in a microwave reactor for 1 h. After cooling to room temperature, the reaction mixture was concentrated and the residue purified by standard methods to afford the title compound (53.3 mg, 0.060 mmol, 26% yield). 1H NMR (400 MHz, CD3OD) δ ... Run at time 30 minute. The product is OCC1=C(C=CC=C1)C1=CC=CC=2C=C(CCOC21)C(=O)OCC (ethyl 2,3-dihydro-9-(2-hydroxymethylphenyl)-1-benzoxepin-4-carboxylate). Reactants: C(=O)C1=C(C=CC=C1)C1=CC=CC=2C=C(CCOC21)C(=O)OCC (ethyl 2,3-dihydro-9-(2-formylphenyl)-1-benzoxepin-4-carboxylate), Cl (hydrochloric acid), [BH4-].[Na+] (sodium borohydride). Isolated yield 90.8%. The solvent is C(C)O (ethanol), O1CCCC1 (tetrahydrofuran). Reaction SMILES: [CH:1]([C:3]1[CH:8]=[CH:7][CH:6]=[CH:5][C:4]=1[C:9]1[C:19]2[O:18][CH2:17][CH2:16][C:15]([C:20]([O:22][CH2:23][CH3:24])=[O:21])=[CH:14][C:13]=2[CH:12]=[CH:11][CH:10]=1)=[O:2].[BH4-].[Na+].Cl>C(O)C.O1CCCC1>[OH:2][CH2:1][C:3]1[CH:8]=[CH:7][CH:6]=[CH:5][C:4]=1[C:9]1[C:19]2[O:18][CH2:17][CH2:16][C:15]([C:20]([O:22][CH2:23][CH3:24])=[O:21])=[CH:14][C:13]=2[CH:12]=[CH:11][CH:10]=1 |f:1.2|. Reported procedure: To a solution of ethyl 2,3-dihydro-9-(2-formylphenyl)-1-benzoxepin-4-carboxylate (0.58 g) in a mixture of ethanol (5.8 ml) and tetrahydrofuran (3 ml) was added sodium borohydride (34 mg) at 0 C. The reaction mixture was stirred for 30 minutes at ambient temperature, thereto was added 1N hydrochloric acid (2 ml), and evaporated in vacuo. The residue was partitioned between ethyl acetate and water. The organic layer was washed successively with saturated aqueous sodium bicarbonate and brine, dried... Starting materials: O.COC1=CC=C(C=C1)C1=C(C2=CC=C(C=C2C=C1)OC)OC1=CC=C(C=C1)C=CC(=O)O (3-[4-((2-(4-methoxyphenyl)-6-methoxynaphth-1-yl)oxy)phenyl]propenoic acid hydrate), B(Br)(Br)Br (BBr3). Run in ClCCl (dichloromethane). Run at temperature 5 celsius, time 1 hour. Yields the product OC1=CC=C(C=C1)C1=C(C2=CC=C(C=C2C=C1)O)OC1=CC=C(C=C1)C=CC(=O)O (3-[4-((2-(4-hydroxyphenyl)-6-hydroxynaphth-1-yl)oxy)phenyl]propenoic acid). Reaction SMILES: O.C[O:3][C:4]1[CH:9]=[CH:8][C:7]([C:10]2[CH:19]=[CH:18][C:17]3[C:12](=[CH:13][CH:14]=[C:15]([O:20]C)[CH:16]=3)[C:11]=2[O:22][C:23]2[CH:28]=[CH:27][C:26]([CH:29]=[CH:30][C:31]([OH:33])=[O:32])=[CH:25][CH:24]=2)=[CH:6][CH:5]=1.B(Br)(Br)Br>ClCCl>[OH:3][C:4]1[CH:5]=[CH:6][C:7]([C:10]2[CH:19]=[CH:18][C:17]3[C:12](=[CH:13][CH:14]=[C:15]([OH:20])[CH:16]=3)[C:11]=2[O:22][C:23]2[CH:28]=[CH:27][C:26]([CH:29]=[CH:30][C:31]([OH:33])=[O:32])=[CH:25][CH:24]=2)=[CH:8][CH:9]=1 |f:0.1|. Reported procedure: A solution was prepared of 658 mg (1.54 mmol) of 3-[4-((2-(4-methoxyphenyl)-6-methoxynaphth-1-yl)oxy)phenyl]propenoic acid hydrate in 10 mL of dichloromethane. The solution was cooled to 5° C. and 0.44 mL (4.7 mmol) of BBr3 was added. The reaction was allowed to proceed for one hour at 0° C. under a nitrogen atmosphere. The reaction was quenched by pouring into water and extracting three times with ethyl acetate. The combined ethyl acetate extracts were washed with water, brine, dried with Na2SO... Starting materials: [Br-], C1CCOC1, C[Mg+], N#CC1(N2CCC3(CC2)C(=O)NCN3c2ccccc2)CCCCC1c1ccccc1. Yields the product CC1(N2CCC3(CC2)C(=O)NCN3c2ccccc2)CCCCC1c1ccccc1. RXN SMILES: [Br-:32].[CH2:35]1[O:36][CH2:37][CH2:38][CH2:39]1.[CH3:33][Mg+:34].[O:1]=[C:2]1[NH:3][CH2:4][N:5]([c:26]2[cH:27][cH:28][cH:29][cH:30][cH:31]2)[C:6]12[CH2:7][CH2:8][N:9]([C:12]1([C:24]#[N:25])[CH:13]([c:18]3[cH:19][cH:20][cH:21][cH:22][cH:23]3)[CH2:14][CH2:15][CH2:16][CH2:17]1)[CH2:10][CH2:11]2>>[O:1]=[C:2]1[NH:3][CH2:4][N:5]([c:26]2[cH:27][cH:28][cH:29][cH:30][cH:31]2)[C:6]12[CH2:7][CH2:8][N:9]([C:12]1([CH3:24])[CH:13]([c:18]3[cH:19][cH:20][cH:21][cH:22][cH:23]3)[CH2:14][CH2:15][CH2:16][CH2:17]1)[CH2:10][CH2:11]2. Reactants: O=C1CCC(=O)N1Br, OCc1ccc(OCc2ccccc2)cc1, ClCCl, c1ccc(P(c2ccccc2)c2ccccc2)cc1. Product: BrCc1ccc(OCc2ccccc2)cc1. Reaction SMILES: [Br:17][N:18]1[C:19](=[O:20])[CH2:21][CH2:22][C:23]1=[O:24].[CH2:1]([c:2]1[cH:3][cH:4][cH:5][cH:6][cH:7]1)[O:8][c:9]1[cH:10][cH:11][c:12]([CH2:13][OH:14])[cH:15][cH:16]1.[Cl:44][CH2:45][Cl:46].[c:25]1([P:26]([c:27]2[cH:28][cH:29][cH:30][cH:31][cH:32]2)[c:33]2[cH:34][cH:35][cH:36][cH:37][cH:38]2)[cH:39][cH:40][cH:41][cH:42][cH:43]1>>[CH2:1]([c:2]1[cH:3][cH:4][cH:5][cH:6][cH:7]1)[O:8][c:9]1[cH:10][cH:11][c:12]([CH2:13][Br:17])[cH:15][cH:16]1. The reactants are [BH4-], O=C(O)CCC1(CO)CC(Cc2ccccc2)=NO1, CO, CCOC(C)=O, CCCCCC, [Cl-], [NH4+], [Na+]. The product is OCC1(CO)CC(Cc2ccccc2)=NO1. As a reaction SMILES: [BH4-:22].[CH2:1]([c:2]1[cH:3][cH:4][cH:5][cH:6][cH:7]1)[C:8]1=[N:9][O:10][C:11]([CH2:13][CH2:14][C:15]([OH:16])=[O:17])([CH2:18][OH:19])[CH2:12]1.[CH3:20][OH:21].[CH3:26][CH2:27][O:28][C:29](=[O:30])[CH3:31].[CH3:32][CH2:33][CH2:34][CH2:35][CH2:36][CH3:37].[Cl-:24].[NH4+:25].[Na+:23]>>[CH2:1]([c:2]1[cH:3][cH:4][cH:5][cH:6][cH:7]1)[C:8]1=[N:9][O:10][C:11]([CH2:13][OH:21])([CH2:18][OH:19])[CH2:12]1. Yields the product CC1CCCC(O)(c2cccc(Cl)c2)C1. As a reaction SMILES: [Br:2][c:3]1[cH:4][c:5]([Cl:9])[cH:6][cH:7][cH:8]1.[CH3:10][CH:11]1[CH2:12][C:13](=[O:17])[CH2:14][CH2:15][CH2:16]1.[CH3:19][CH2:20][O:21][CH2:22][CH3:23].[ClH:18].[Mg:1]>>[c:3]1([C:13]2([OH:17])[CH2:12][CH:11]([CH3:10])[CH2:16][CH2:15][CH2:14]2)[cH:4][c:5]([Cl:9])[cH:6][cH:7][cH:8]1. Starting materials: Clc1cccc(Br)c1, CC1CCCC(=O)C1, CCOCC, Cl, [Mg]. The reactants are NN (hydrazine), N1=CC=CC2=CC=CC(=C12)S(=O)(=O)Cl (8-quinolinesulfonyl chloride). The solvent is CO (methanol). Reaction conditions: temperature 5 celsius. Product: N1=CC=CC2=CC=CC(=C12)S(=O)(=O)NN (8-quinolinesulfonyl hydrazine). Yield: 71.7%. Reaction SMILES: [NH2:1][NH2:2].[N:3]1[C:12]2[C:7](=[CH:8][CH:9]=[CH:10][C:11]=2[S:13](Cl)(=[O:15])=[O:14])[CH:6]=[CH:5][CH:4]=1>CO>[N:3]1[C:12]2[C:7](=[CH:8][CH:9]=[CH:10][C:11]=2[S:13]([NH:1][NH2:2])(=[O:15])=[O:14])[CH:6]=[CH:5][CH:4]=1. Procedure: A 500 ml Erlenmeyer flask equipped with a magnetic stirrer and a thermometer is charged with 200 ml of methanol and 3.40 g (0.10 mol) of 95% hydrazine. The solution is cooled to 5° C, and 11.38 g (0.05 mol) of 8-quinolinesulfonyl chloride is added in small portions at a rate such that the reaction temperature does not exceed 15° C. After the reaction is complete, the solution is allowed to warm slowly to room temperature. The precipitating solid is filtered off to give 8.00 g of 8-quinolinesulfo... Starting materials: O=C([O-])[O-], CI, CN(C)C=O, O=C1CCC(NCc2ccc(Cl)cc2)CC1, [K+], [K+]. Product: CN(Cc1ccc(Cl)cc1)C1CCC(=O)CC1. As a reaction SMILES: [C:17](=[O:18])([O-:19])[O-:20].[CH3:23][I:24].[CH3:25][N:26]([CH3:27])[CH:28]=[O:29].[Cl:1][c:2]1[cH:3][cH:4][c:5]([CH2:6][NH:7][CH:8]2[CH2:9][CH2:10][C:11](=[O:14])[CH2:12][CH2:13]2)[cH:15][cH:16]1.[K+:21].[K+:22]>>[Cl:1][c:2]1[cH:3][cH:4][c:5]([CH2:6][N:7]([CH:8]2[CH2:9][CH2:10][C:11](=[O:14])[CH2:12][CH2:13]2)[CH3:17])[cH:15][cH:16]1. Starting materials: CN(C=C1C(C(CCC1)OCC)=O)C (2-[1-dimethylamino-methylidene]-6-ethoxy-cyclohexanone), [N+](=O)(O)[O-].[N+](=O)(O)[O-].COC=1C=C(C=CC1N1C=NC(=C1)C)NC(=N)N (N-[3-methoxy-4-(4-methyl-imidazol-1-yl)-phenyl]-guanidine dinitrate). Product: C(C)OC1CCCC=2C=NC(=NC12)NC1=CC(=C(C=C1)N1C=NC(=C1)C)OC ((8-Ethoxy-5,6,7,8-tetrahydro-quinazolin-2-yl)-[3-methoxy-4-(4-methyl-imidazol-1-yl)-phenyl]-amine), solid. The yield is 22.0%. As a reaction SMILES: CN(C)[CH:3]=[C:4]1[CH2:9][CH2:8][CH2:7][CH:6]([O:10][CH2:11][CH3:12])[C:5]1=O.[N+]([O-])(O)=O.[N+]([O-])(O)=O.[CH3:23][O:24][C:25]1[CH:26]=[C:27]([NH:37][C:38]([NH2:40])=[NH:39])[CH:28]=[CH:29][C:30]=1[N:31]1[CH:35]=[C:34]([CH3:36])[N:33]=[CH:32]1>>[CH2:11]([O:10][CH:6]1[C:5]2[N:40]=[C:38]([NH:37][C:27]3[CH:28]=[CH:29][C:30]([N:31]4[CH:35]=[C:34]([CH3:36])[N:33]=[CH:32]4)=[C:25]([O:24][CH3:23])[CH:26]=3)[N:39]=[CH:3][C:4]=2[CH2:9][CH2:8][CH2:7]1)[CH3:12] |f:1.2.3|. Procedure: The title compound was prepared from 2-[1-dimethylamino-methylidene]-6-ethoxy-cyclohexanone (232 mg, 1.0 mmol) and N-[3-methoxy-4-(4-methyl-imidazol-1-yl)-phenyl]-guanidine dinitrate (223 mg, 0.60 mmol) using in analogous manner the procedure described in example 45b). Obtained as a white solid (50 mg, 22%). MS ISP (m/e): 380.4 (100) [(M+H)+].